describe an organic reaction: reactants, conditions, products, and yield From a dataset of the Open Reaction Database (ORD), a public repository of structured organic reaction records. Reactants: ClC=1N=CC2=C(N(CCC(N2C)=O)C2CCCC2)N1 (2-chloro-9-cyclopentyl-8,9-dihydro-5-methyl-5H-pyrimido[4,5-b][1,4]diazepin-6(7H)-one), NC1=CC=C(C(=O)O)C=C1 (4-aminobenzoic acid). Product: C1(CCCC1)N1C2=C(N(C(CC1)=O)C)C=NC(=N2)NC2=CC=C(C(=O)O)C=C2 (4-(9-Cyclopentyl-6,7,8,9-tetrahydro-5-methyl-6-oxo-5H-pyrimido[4,5-b][1,4]diazepin-2-ylamino)-benzoic acid). Reaction SMILES: Cl[C:2]1[N:3]=[CH:4][C:5]2[N:11]([CH3:12])[C:10](=[O:13])[CH2:9][CH2:8][N:7]([CH:14]3[CH2:18][CH2:17][CH2:16][CH2:15]3)[C:6]=2[N:19]=1.[NH2:20][C:21]1[CH:29]=[CH:28][C:24]([C:25]([OH:27])=[O:26])=[CH:23][CH:22]=1>>[CH:14]1([N:7]2[CH2:8][CH2:9][C:10](=[O:13])[N:11]([CH3:12])[C:5]3[CH:4]=[N:3][C:2]([NH:20][C:21]4[CH:29]=[CH:28][C:24]([C:25]([OH:27])=[O:26])=[CH:23][CH:22]=4)=[N:19][C:6]2=3)[CH2:18][CH2:17][CH2:16][CH2:15]1. Procedure details: Prepared from 2-chloro-9-cyclopentyl-8,9-dihydro-5-methyl-5H-pyrimido[4,5-b][1,4]diazepin-6(7H)-one and 4-aminobenzoic acid using method D. NMR DMSO D6 1.59-1.80 (6H, m), 1.90-1.98 (2H, m), 2.70-2.75 (2H m), 3.18 (3H, s), 3.71-3.75 (2H, m), 4.91 (1H, m), 7.77 (2H, d), 7.94 (2H, d), 8.17 (1H, s), 10.65 (1H, br s). HPLC rt(min): 6.39. Reactants: [Si](C)(C)(C)C=[N+]=[N-] (TMS-diazomethane), FC(C(C(N)C(=O)O)C(F)(F)F)(F)F (4,4,4,4′,4′,4′-hexafluoro-dl-valine), CO (MeOH). The solvent is C(Cl)(Cl)Cl (chloroform), C(Cl)Cl.CO (CH2Cl2 MeOH). Run at temperature 25 celsius, time 19 hour. Product: FC(C(C(N)C(=O)OC)C(F)(F)F)(F)F (Methyl 4,4,4,4′,4′,4′-hexafluoro-dl-valinate). RXN SMILES: [F:1][C:2]([F:14])([F:13])[CH:3]([C:9]([F:12])([F:11])[F:10])[CH:4]([C:6]([OH:8])=[O:7])[NH2:5].[Si](C=[N+]=[N-])(C)(C)[CH3:16].CO>C(Cl)Cl.CO.C(Cl)(Cl)Cl>[F:1][C:2]([F:13])([F:14])[CH:3]([C:9]([F:11])([F:10])[F:12])[CH:4]([C:6]([O:8][CH3:16])=[O:7])[NH2:5] |f:3.4|. Procedure: A solution of 4,4,4,4′,4′,4′-hexafluoro-dl-valine (1.1 g, 4.88 mmol) in CH2Cl2-MeOH (4:1, 25 mL) was stirred under nitrogen at 0° C. TMS-diazomethane (2.0 M in hexane, 20 mL, 19.55 mL) was added dropwise and the resulting neon greenish solution stirred for 19 h at 25° C. After this time period, the reaction was complete by TLC (10% MeOH in chloroform). After concentration, the resulting residue of methyl 4,4,4,4′,4′,4′-hexafluoro-dl-valinate (1.1 g) was used directly in the next step without fur... Starting materials: [Br-], Br, CC[N+](CC)(CC)Cc1ccccc1, COc1cc2c(c([N+](=O)[O-])c1OC)C(=O)OC2=O, CC(=O)O. Yields the product COc1cc2c(c([N+](=O)[O-])c1O)C(=O)OC2=O. As a reaction SMILES: [Br-:20].[BrH:19].[CH2:21]([N+:22]([CH2:23][CH3:24])([CH2:25][CH3:26])[CH2:27][CH3:28])[c:29]1[cH:30][cH:31][cH:32][cH:33][cH:34]1.[CH3:1][O:2][c:3]1[c:4]([N+:16](=[O:17])[O-:18])[c:5]2[c:9]([cH:10][c:11]1[O:12][CH3:13])[C:8](=[O:14])[O:7][C:6]2=[O:15].[CH3:35][C:36](=[O:37])[OH:38]>>[OH:2][c:3]1[c:4]([N+:16](=[O:17])[O-:18])[c:5]2[c:9]([cH:10][c:11]1[O:12][CH3:13])[C:8](=[O:14])[O:7][C:6]2=[O:15]. Reactants: NC1=NC(C2=CC=CC=C12)=O (3-Aminoisoindol-1-one), C1(CC1)CCNC(=O)C=1N=NC(=CC1)N1CCNCC1 (6-piperazin-1-ylpyridazine-3-carboxylic acid (2-cyclopropylethyl)amide). The solvent is C(C)O (ethanol). The product is C1(CC1)CCNC(=O)C=1N=NC(=CC1)N1CCN(CC1)C1=NC(C2=CC=CC=C12)=O (6-[4-(3-OXO-3H-ISOINDOL-1-YL)PIPERAZIN-1-YL]PYRIDAZINE-3-CARBOXYLIC ACID (2-CYCLOPROPYLETHYL)AMIDE). The yield is 40.0%. RXN SMILES: [NH2:1][C:2]1[C:10]2[C:5](=[CH:6][CH:7]=[CH:8][CH:9]=2)[C:4](=[O:11])[N:3]=1.[CH:12]1([CH2:15][CH2:16][NH:17][C:18]([C:20]2[N:21]=[N:22][C:23]([N:26]3[CH2:31][CH2:30]N[CH2:28][CH2:27]3)=[CH:24][CH:25]=2)=[O:19])[CH2:14][CH2:13]1>C(O)C>[CH:12]1([CH2:15][CH2:16][NH:17][C:18]([C:20]2[N:21]=[N:22][C:23]([N:26]3[CH2:27][CH2:28][N:1]([C:2]4[C:10]5[C:5](=[CH:6][CH:7]=[CH:8][CH:9]=5)[C:4](=[O:11])[N:3]=4)[CH2:30][CH2:31]3)=[CH:24][CH:25]=2)=[O:19])[CH2:14][CH2:13]1. Procedure details: 3-Aminoisoindol-1-one (0.292 g, 2.00 mmol) and 6-piperazin-1-ylpyridazine-3-carboxylic acid (2-cyclopropylethyl)amide (0.825 g, 3.00 mmol) were boiled together in ethanol (20 mL) for 48 hours. The solution was concentrated in vacuo. This residue was purified by column chromatography. The title compound was obtained as a white solid in 40% yield (0.328 g). 1H NMR (300 MHz, CDCl3) δ 8.07 (d, J=9.5 Hz, 1H), 7.97 (t, J=5.8 Hz, 1H), 7.76 (d, J=7.0 Hz, 1H), 7.64 (d, J=7.3 Hz, 1H), 7.52 (m, 1H), 7.01 (...